Dataset: the Open Reaction Database (ORD), a public repository of structured organic reaction records. Task: describe an organic reaction: reactants, conditions, products, and yield Reactants: Cc1ccccc1, CCO, O=N[O-], CC1(C)Cc2c(Br)cc(Cl)c(N)c2O1, [Na+], O=S(=O)(O)O. Product: CC1(C)Cc2c(Br)cc(Cl)cc2O1. Reaction SMILES: [CH3:15][c:16]1[cH:17][cH:18][cH:19][cH:20][cH:21]1.[CH3:31][CH2:32][OH:33].[N:27]([O-:28])=[O:29].[NH2:1][c:2]1[c:3]([Cl:14])[cH:4][c:5]([Br:13])[c:6]2[c:10]1[O:9][C:8]([CH3:11])([CH3:12])[CH2:7]2.[Na+:30].[S:22](=[O:23])(=[O:24])([OH:25])[OH:26]>>[cH:2]1[c:3]([Cl:14])[cH:4][c:5]([Br:13])[c:6]2[c:10]1[O:9][C:8]([CH3:11])([CH3:12])[CH2:7]2. The reactants are C(C)(C)(C)OC(=O)N1CCC(CC1)C1CCN(CC1)C1=CC=C(C=C1)CC(=O)O ({4-[1′-(tert-butoxycarbonyl)-4,4′-bipiperidin-1-yl]phenyl}acetic acid), O.ON1N=NC2=C1C=CC=C2 (1-Hydroxybenzotriazole hydrate), C(CCl)Cl (EDC). The solvent is CN(C)C=O (DMF), N (ammonia), CO (methanol). Conditions: time 1 hour. The product is C(C)(C)(C)OC(=O)N1CCC(CC1)C1CCN(CC1)C1=CC=C(C=C1)CC(=O)N (tert-butyl-1′-[4-(2-amino-2-oxoethyl)phenyl]-4,4′-bipiperidine-1-carboxylate). RXN SMILES: O.O[N:3]1C2C=CC=CC=2N=N1.[C:12]([O:16][C:17]([N:19]1[CH2:24][CH2:23][CH:22]([CH:25]2[CH2:30][CH2:29][N:28]([C:31]3[CH:36]=[CH:35][C:34]([CH2:37][C:38](O)=[O:39])=[CH:33][CH:32]=3)[CH2:27][CH2:26]2)[CH2:21][CH2:20]1)=[O:18])([CH3:15])([CH3:14])[CH3:13].C(Cl)CCl>N.CO.CN(C=O)C>[C:12]([O:16][C:17]([N:19]1[CH2:20][CH2:21][CH:22]([CH:25]2[CH2:30][CH2:29][N:28]([C:31]3[CH:32]=[CH:33][C:34]([CH2:37][C:38]([NH2:3])=[O:39])=[CH:35][CH:36]=3)[CH2:27][CH2:26]2)[CH2:23][CH2:24]1)=[O:18])([CH3:15])([CH3:14])[CH3:13] |f:0.1|. Procedure details: 1-Hydroxybenzotriazole hydrate (53 mg; 0.388 mmol) was dissolved in a solution of ammonia in methanol (5 mL; 7M). The solution was evaporated to a white solid. A solution of {4-[1′-(tert-butoxycarbonyl)-4,4′-bipiperidin-1-yl]phenyl}acetic acid (52 mg; 0.129 mmol) in DMF (2 mL) was added, followed by EDC (75 mg; 0.388 mmol). The mixture was stirred at ambient temperature for 1 hr. The reaction was partitioned between iPrOAc (50 mL) and aq. sodium bicarbonate (10 mL). The organic was washed twice ... Reactants: ClC1=NC2=CC=C(C=C2C(=N1)Cl)C (2,4-dichloro-6-methylquinazoline), FC(CN)CN (2-fluoropropane-1,3-diamine), S1(CCNCC2=C1C=CC=C2)=O (2,3,4,5-tetrahydro-1,4-benzothiazepine 1-oxide). Yields the product FC(CNC1=NC(=NC2=CC=C(C=C12)C)N1CCS(C2=C(C1)C=CC=C2)=O)CN (2-Fluoro-N-[6-methyl-2-(1-oxido-2,3-dihydro-1,4-benzothiazepin-4(5H)-yl)quinazolin-4-yl]propane-1,3-diamine). Procedure: The title compound was prepared in analogy to Example 55-1 in Scheme 23 by using 2,4-dichloro-6-methylquinazoline, 2-fluoropropane-1,3-diamine and 2,3,4,5-tetrahydro-1,4-benzothiazepine 1-oxide. MS obsd. (ESI+) [(M+H)+] 414, 1H NMR (400 MHz, CD3OD) δ ppm (d, J=7.6 Hz, 1 H), 7.79 (s, 1 H), 7.70-7.20 (m, 6 H), 5.56 (m, 1 H), 4.85-4.55 (m, 3 H), 4.48-4.32 (brs, 1 H), 3.91-3.71 (brs, 2 H), 3.40-3.11 (m, 2 H), 2.93-2.72 (m, 2 H), 2.24 (s, 3 H), 1.68 (s, 2 H). Reaction SMILES: Cl[C:2]1[N:11]=[C:10](Cl)[C:9]2[C:4](=[CH:5][CH:6]=[C:7]([CH3:13])[CH:8]=2)[N:3]=1.[F:14][CH:15]([CH2:18][NH2:19])[CH2:16][NH2:17].[S:20]1(=[O:31])[C:26]2[CH:27]=[CH:28][CH:29]=[CH:30][C:25]=2[CH2:24][NH:23][CH2:22][CH2:21]1>>[F:14][CH:15]([CH2:18][NH2:19])[CH2:16][NH:17][C:10]1[C:9]2[C:4](=[CH:5][CH:6]=[C:7]([CH3:13])[CH:8]=2)[N:3]=[C:2]([N:23]2[CH2:24][C:25]3[CH:30]=[CH:29][CH:28]=[CH:27][C:26]=3[S:20](=[O:31])[CH2:21][CH2:22]2)[N:11]=1. The reactants are COc1cccc(Br)n1, CN(C)CCN(C)C, CCOCC, O=Cc1ccc2c(c1)N(C1CCN(CCc3ccc(F)cc3)CC1)CC2. The product is COc1cccc(C(O)c2ccc3c(c2)N(C2CCN(CCc4ccc(F)cc4)CC2)CC3)n1. RXN SMILES: [Br:9][c:10]1[cH:11][cH:12][cH:13][c:14]([O:16][CH3:17])[n:15]1.[CH3:1][N:2]([CH3:3])[CH2:4][CH2:5][N:6]([CH3:7])[CH3:8].[CH3:44][CH2:45][O:46][CH2:47][CH3:48].[F:18][c:19]1[cH:20][cH:21][c:22]([CH2:23][CH2:24][N:25]2[CH2:26][CH2:27][CH:28]([N:31]3[CH2:32][CH2:33][c:34]4[cH:35][cH:36][c:37]([CH:40]=[O:41])[cH:38][c:39]43)[CH2:29][CH2:30]2)[cH:42][cH:43]1>>[c:10]1([CH:40]([c:37]2[cH:36][cH:35][c:34]3[c:39]([cH:38]2)[N:31]([CH:28]2[CH2:27][CH2:26][N:25]([CH2:24][CH2:23][c:22]4[cH:21][cH:20][c:19]([F:18])[cH:43][cH:42]4)[CH2:30][CH2:29]2)[CH2:32][CH2:33]3)[OH:41])[cH:11][cH:12][cH:13][c:14]([O:16][CH3:17])[n:15]1. The product is CN(C)C=NC(=S)NCCCCCNC(=O)OC(C)(C)C. Reactants: CC(C)(C)OC(=O)NCCCCCNC(N)=S, COC(OC)N(C)C. Reaction SMILES: [C:1]([CH3:2])([CH3:3])([CH3:4])[O:5][C:6]([NH:7][CH2:8][CH2:9][CH2:10][CH2:11][CH2:12][NH:13][C:14](=[S:15])[NH2:16])=[O:17].[CH3:18][O:19][CH:20]([N:21]([CH3:22])[CH3:23])[O:24][CH3:25]>>[C:1]([CH3:2])([CH3:3])([CH3:4])[O:5][C:6]([NH:7][CH2:8][CH2:9][CH2:10][CH2:11][CH2:12][NH:13][C:14](=[S:15])[N:16]=[CH:20][N:21]([CH3:22])[CH3:23])=[O:17]. Starting materials: CN(C)C(=O)Cl, [K+], [K+], Cc1cccc(C)c1C(=O)NCCC(C)N1CCC(N(Cc2cccc(C#N)c2)c2ccc(N)cc2)CC1, O=C([O-])[O-], CN(C)C=O. Product: Cc1cccc(C)c1C(=O)NCCC(C)N1CCC(N(Cc2cccc(C#N)c2)c2ccc(NC(=O)N(C)C)cc2)CC1. As a reaction SMILES: [CH3:45][N:46]([C:47](=[O:48])[Cl:49])[CH3:50].[K+:39].[K+:40].[NH2:1][c:2]1[cH:3][cH:4][c:5]([N:8]([CH:9]2[CH2:10][CH2:11][N:12]([CH:15]([CH2:16][CH2:17][NH:18][C:19]([c:20]3[c:21]([CH3:27])[cH:22][cH:23][cH:24][c:25]3[CH3:26])=[O:28])[CH3:29])[CH2:13][CH2:14]2)[CH2:30][c:31]2[cH:32][c:33]([C:37]#[N:38])[cH:34][cH:35][cH:36]2)[cH:6][cH:7]1.[O-:41][C:42]([O-:43])=[O:44].[O:51]=[CH:52][N:53]([CH3:54])[CH3:55]>>[NH:1]([c:2]1[cH:3][cH:4][c:5]([N:8]([CH:9]2[CH2:10][CH2:11][N:12]([CH:15]([CH2:16][CH2:17][NH:18][C:19]([c:20]3[c:21]([CH3:27])[cH:22][cH:23][cH:24][c:25]3[CH3:26])=[O:28])[CH3:29])[CH2:13][CH2:14]2)[CH2:30][c:31]2[cH:32][c:33]([C:37]#[N:38])[cH:34][cH:35][cH:36]2)[cH:6][cH:7]1)[C:47]([N:46]([CH3:45])[CH3:50])=[O:48]. Starting materials: O=C(O)c1cc(Br)nn1-c1ncccc1Cl, Cc1cccc2c1NCN(C(C)C)C2=O, CN(C)C=O, O=C(Cl)C(=O)Cl, ClCCl, C1CN=C2NCCCN2C1, c1ccncc1. Yields the product Cc1cccc2c1N(C(=O)c1cc(Br)nn1-c1ncccc1Cl)CN(C(C)C)C2=O. As a reaction SMILES: [Br:1][c:2]1[n:3][n:4](-[c:10]2[n:11][cH:12][cH:13][cH:14][c:15]2[Cl:16])[c:5]([C:7](=[O:8])[OH:9])[cH:6]1.[CH3:23][c:24]1[cH:25][cH:26][cH:27][c:28]2[c:33]1[NH:32][CH2:31][N:30]([CH:34]([CH3:35])[CH3:36])[C:29]2=[O:37].[CH3:57][N:58]([CH3:59])[CH:60]=[O:61].[Cl:17][C:18]([C:19]([Cl:20])=[O:21])=[O:22].[Cl:54][CH2:55][Cl:56].[N:44]12[CH2:45][CH2:46][CH2:47][NH:48][C:49]1=[N:50][CH2:51][CH2:52][CH2:53]2.[cH:38]1[cH:39][cH:40][n:41][cH:42][cH:43]1>>[Br:1][c:2]1[n:3][n:4](-[c:10]2[n:11][cH:12][cH:13][cH:14][c:15]2[Cl:16])[c:5]([C:7](=[O:9])[N:32]2[CH2:31][N:30]([CH:34]([CH3:35])[CH3:36])[C:29](=[O:37])[c:28]3[cH:27][cH:26][cH:25][c:24]([CH3:23])[c:33]32)[cH:6]1.